The task is: describe an organic reaction: reactants, conditions, products, and yield. This data is from the Open Reaction Database (ORD), a public repository of structured organic reaction records. The reactants are BrN1C(CCC1=O)=O (N-bromosuccinimide), C(C)(C)(C)NC(=O)C=1C(=CC=CC1)C1=CC=C(C=C1)C (N-t-butyl-4'-methylbiphenyl-2-carboxamide). The reagents and catalysts are C(C1=CC=CC=C1)(=O)OOC(C1=CC=CC=C1)=O (benzoyl peroxide). Solvent: C(Cl)(Cl)(Cl)Cl (carbon tetrachloride). Yields the product C(C)(C)(C)NC(=O)C=1C(=CC=CC1)C1=CC=C(C=C1)CBr (N-t-Butyl-4'-bromomethylbiphenyl-2-carboxamide). Isolated yield 90.6%. RXN SMILES: [Br:1]N1C(=O)CCC1=O.[C:9]([NH:13][C:14]([C:16]1[C:17]([C:22]2[CH:27]=[CH:26][C:25]([CH3:28])=[CH:24][CH:23]=2)=[CH:18][CH:19]=[CH:20][CH:21]=1)=[O:15])([CH3:12])([CH3:11])[CH3:10]>C(Cl)(Cl)(Cl)Cl.C(OOC(=O)C1C=CC=CC=1)(=O)C1C=CC=CC=1>[C:9]([NH:13][C:14]([C:16]1[C:17]([C:22]2[CH:27]=[CH:26][C:25]([CH2:28][Br:1])=[CH:24][CH:23]=2)=[CH:18][CH:19]=[CH:20][CH:21]=1)=[O:15])([CH3:12])([CH3:11])[CH3:10]. Reported procedure: 4.39 g of N-bromosuccinimide and 50 mg of benzoyl peroxide were added to a solution of 6.00 g of N-t-butyl-4'-methylbiphenyl-2-carboxamide [prepared as described in Preparation 38(i)] in 90 ml of carbon tetrachloride, and the mixture was heated under reflux for 4 hours. At the end of this time, the reaction mixture was cooled to room temperature, washed with water, dried over anhydrous magnesium sulfate and concentrated by evaporation under reduced pressure. The residue was purified by column ch... The reactants are C=C(P(=O)(OCC)OCC)P(=O)(OCC)OCC, CC(C(=O)C=[N+]=[N-])c1ccc(-c2ccccc2)c(F)c1. Product: CCOP(=O)(OCC)C1(P(=O)(OCC)OCC)CC(C(=O)C(C)c2ccc(-c3ccccc3)c(F)c2)=NN1. Reaction SMILES: [CH2:1]([CH3:2])[O:3][P:4]([O:5][CH2:6][CH3:7])(=[O:8])[C:9](=[CH2:10])[P:11]([O:12][CH2:13][CH3:14])([O:15][CH2:16][CH3:17])=[O:18].[N+:19](=[N-:20])=[CH:21][C:22]([CH:23]([CH3:24])[c:25]1[cH:26][c:27]([F:37])[c:28](-[c:31]2[cH:32][cH:33][cH:34][cH:35][cH:36]2)[cH:29][cH:30]1)=[O:38]>>[CH2:1]([CH3:2])[O:3][P:4]([O:5][CH2:6][CH3:7])(=[O:8])[C:9]1([P:11]([O:12][CH2:13][CH3:14])([O:15][CH2:16][CH3:17])=[O:18])[CH2:10][C:21]([C:22]([CH:23]([CH3:24])[c:25]2[cH:26][c:27]([F:37])[c:28](-[c:31]3[cH:32][cH:33][cH:34][cH:35][cH:36]3)[cH:29][cH:30]2)=[O:38])=[N:19][NH:20]1. Starting materials: C(C(C)C)(=O)C=1C=NC2=C(C=CC=C2C1Cl)OC (3-isobutyryl-4-chloro-8-methoxyquinoline), NC1=C(C=C(C=C1)O)C (4-amino-3-methylphenol). The solvent is O1CCOCC1 (dioxan). The product is C(C(C)C)(=O)C=1C=NC2=C(C=CC=C2C1NC1=C(C=C(C=C1)O)C)OC (3-isobutyryl-4-(4-hydroxy-2-methylphenylamino)-8-methoxyquinoline). Isolated yield 55.4%. As a reaction SMILES: [C:1]([C:6]1[CH:7]=[N:8][C:9]2[C:14]([C:15]=1Cl)=[CH:13][CH:12]=[CH:11][C:10]=2[O:17][CH3:18])(=[O:5])[CH:2]([CH3:4])[CH3:3].[NH2:19][C:20]1[CH:25]=[CH:24][C:23]([OH:26])=[CH:22][C:21]=1[CH3:27]>O1CCOCC1>[C:1]([C:6]1[CH:7]=[N:8][C:9]2[C:14]([C:15]=1[NH:19][C:20]1[CH:25]=[CH:24][C:23]([OH:26])=[CH:22][C:21]=1[CH3:27])=[CH:13][CH:12]=[CH:11][C:10]=2[O:17][CH3:18])(=[O:5])[CH:2]([CH3:4])[CH3:3]. Procedure: A solution of 3-isobutyryl-4-chloro-8-methoxyquinoline (1.32 g, 5 mmol) and 4-amino-3-methylphenol (0.62 g, 5 mmol) in dioxan (50 ml) was heated at reflux for 1 hour, then cooled and the solid filtered off. This was taken up in a hot mixture of ethanol and tributylamine, cooled, and the solid filtered off. Recrystallisation from ethanol gave 3-isobutyryl-4-(4-hydroxy-2-methylphenylamino)-8-methoxyquinoline (0.97 g, 55%), m.p. 243°-5°. Starting materials: [Al+3], COc1ccccc1, [Cl-], [Cl-], [Cl-], ClCCl, NS(=O)(=O)c1cc(C(=O)Cl)ccc1Cl, Cl. Product: COc1ccc(C(=O)c2ccc(Cl)c(S(N)(=O)=O)c2)cc1. As a reaction SMILES: [Al+3:2].[CH3:19][O:20][c:21]1[cH:22][cH:23][cH:24][cH:25][cH:26]1.[Cl-:1].[Cl-:3].[Cl-:4].[Cl:28][CH2:29][Cl:30].[Cl:5][c:6]1[c:7]([S:15]([NH2:16])(=[O:17])=[O:18])[cH:8][c:9]([C:10](=[O:11])[Cl:12])[cH:13][cH:14]1.[ClH:27]>>[Cl:5][c:6]1[c:7]([S:15]([NH2:16])(=[O:17])=[O:18])[cH:8][c:9]([C:10](=[O:11])[c:24]2[cH:23][cH:22][c:21]([O:20][CH3:19])[cH:26][cH:25]2)[cH:13][cH:14]1. The reactants are CCN(CC)CCOc1ccc(N)cc1, CO, O=C(O)C#Cc1ccc(C(F)(F)F)cc1Cl, ClCCl. Product: CCN(CC)CCOc1ccc(NC(=O)C#Cc2ccc(C(F)(F)F)cc2Cl)cc1. As a reaction SMILES: [CH2:1]([CH3:2])[N:3]([CH2:4][CH2:5][O:6][c:7]1[cH:8][cH:9][c:10]([NH2:13])[cH:11][cH:12]1)[CH2:14][CH3:15].[CH3:32][OH:33].[Cl:16][c:17]1[c:18]([C:27]#[C:28][C:29](=[O:30])[OH:31])[cH:19][cH:20][c:21]([C:23]([F:24])([F:25])[F:26])[cH:22]1.[Cl:34][CH2:35][Cl:36]>>[CH2:1]([CH3:2])[N:3]([CH2:4][CH2:5][O:6][c:7]1[cH:8][cH:9][c:10]([NH:13][C:29]([C:28]#[C:27][c:18]2[c:17]([Cl:16])[cH:22][c:21]([C:23]([F:24])([F:25])[F:26])[cH:20][cH:19]2)=[O:30])[cH:11][cH:12]1)[CH2:14][CH3:15]. Reactants: NC1=NC=C(N=C1C#N)C#C[Si](C)(C)C (2-amino-3-cyano-5-(trimethylsilylethynyl)pyrazine), C([O-])([O-])=O.[K+].[K+] (potassium carbonate). The solvent is CO (methanol). Reaction conditions: time 1 hour. The product is NC1=NC=C(N=C1C#N)C#C (2-amino-3-cyano-5-ethynylpyrazine). Reaction SMILES: [NH2:1][C:2]1[C:7]([C:8]#[N:9])=[N:6][C:5]([C:10]#[C:11][Si](C)(C)C)=[CH:4][N:3]=1.C(=O)([O-])[O-].[K+].[K+]>CO>[NH2:1][C:2]1[C:7]([C:8]#[N:9])=[N:6][C:5]([C:10]#[CH:11])=[CH:4][N:3]=1 |f:1.2.3|. Procedure: A mixture of 1.3 grams (0.006 mole) of 2-amino-3-cyano-5-(trimethylsilylethynyl)pyrazine and 0.9 gram (0.006 mole) of potassium carbonate in 50 mL of methanol is stirred at ambient temperature for one hour. The reaction mixture is then concentrated under reduced pressure to a residue. The residue is taken up in about 75 mL of water, and the solution is extracted with two 200 mL portions of ethyl acetate. The combined extracts are dried with magnesium sulfate and filtered. The filtrate is concent... The reactants are BrC1=CC=C(C=2N=C(OC21)C)CO ((7-bromo-2-methyl-benzo[d]oxazol-4-yl) methanol). Reagents/catalysts: [O-2].[Mn+4].[O-2] (manganese(IV) oxide). Solvent: ClCCl (dichloromethane). Run at time 16 hour. The product is BrC=1C=CC(=C2N=C(OC21)C)C=O (7-bromo-2-methyl-benzo[d]oxazole-4-carbaldehyde). The yield is 63.1%. Reaction SMILES: [Br:1][C:2]1[C:10]2[O:9][C:8]([CH3:11])=[N:7][C:6]=2[C:5]([CH2:12][OH:13])=[CH:4][CH:3]=1>ClCCl.[O-2].[Mn+4].[O-2]>[Br:1][C:2]1[CH:3]=[CH:4][C:5]([CH:12]=[O:13])=[C:6]2[C:10]=1[O:9][C:8]([CH3:11])=[N:7]2 |f:2.3.4|. Procedure details: To a solution of (7-bromo-2-methyl-benzo[d]oxazol-4-yl) methanol (5.16 g) in dichloromethane (300 ml) was added manganese(IV) oxide (59.9 g) and the suspension stirred at ambient temperature for 16 hours. The reaction mixture was filtered through a plug of silica gel and the filtrate concentrated to give 7-bromo-2-methyl-benzo[d]oxazole-4-carbaldehyde (3.23 g). LC-MS: RT=1.83 min, [M+H]+=240.0/242.0, using the following method: Starting materials: CC(=O)O, ClCCl, O=[N+]([O-])[N+](=O)[O-], O=C(O)c1ccc(-c2coc3ccc(-c4ccccc4)cc23)cc1. Yields the product O=C(O)c1ccc(-c2c([N+](=O)[O-])oc3ccc(-c4ccccc4)cc23)cc1. Reaction SMILES: [CH3:31][C:32](=[O:33])[OH:34].[Cl:35][CH2:36][Cl:37].[O-:25][N+:26](=[O:27])[N+:28](=[O:29])[O-:30].[c:1]1(-[c:7]2[cH:8][cH:9][c:10]3[c:11]([c:12](-[c:15]4[cH:16][cH:17][c:18]([C:19](=[O:20])[OH:21])[cH:22][cH:23]4)[cH:13][o:14]3)[cH:24]2)[cH:2][cH:3][cH:4][cH:5][cH:6]1>>[c:1]1(-[c:7]2[cH:8][cH:9][c:10]3[c:11]([c:12](-[c:15]4[cH:16][cH:17][c:18]([C:19](=[O:20])[OH:21])[cH:22][cH:23]4)[c:13]([N+:26](=[O:25])[O-:27])[o:14]3)[cH:24]2)[cH:2][cH:3][cH:4][cH:5][cH:6]1.